This data is from the Open Reaction Database (ORD), a public repository of structured organic reaction records. The task is: describe an organic reaction: reactants, conditions, products, and yield The reactants are ClC1=NC=2N(C(=C1)N1CCOCC1)N=C(C2)C2=CC=C(C=C2)Cl (5-chloro-2-(4-chloro-phenyl)-7-morpholin-4-yl-pyrazolo[1,5-a]pyrimidine), C([O-])([O-])=O.[K+].[K+] (potassium carbonate), O.NN (hydrazine monohydrate), C(C)O (ethanol). Run at temperature 150 celsius, time 20 minute. Product: ClC1=CC=C(C=C1)C1=NN2C(N=C(C=C2N2CCOCC2)NN=CC2=CC(=CC=C2)C)=C1 (N-{2-(4-chlorophenyl)-7-morpholin-4-yl-pyrazolo[1,5-a]-pyrimidin-5-yl}-N′-(3-methyl-benzylidene)-hydrazine). Reaction SMILES: Cl[C:2]1[CH:7]=[C:6]([N:8]2[CH2:13][CH2:12][O:11][CH2:10][CH2:9]2)[N:5]2[N:14]=[C:15]([C:17]3[CH:22]=[CH:21][C:20]([Cl:23])=[CH:19][CH:18]=3)[CH:16]=[C:4]2[N:3]=1.C(=O)([O-])[O-].[K+].[K+].O.[NH2:31][NH2:32].[CH2:33](O)[CH3:34]>>[Cl:23][C:20]1[CH:21]=[CH:22][C:17]([C:15]2[CH:16]=[C:4]3[N:3]=[C:2]([NH:31][N:32]=[CH:22][C:17]4[CH:15]=[CH:16][CH:4]=[C:33]([CH3:34])[CH:18]=4)[CH:7]=[C:6]([N:8]4[CH2:13][CH2:12][O:11][CH2:10][CH2:9]4)[N:5]3[N:14]=2)=[CH:18][CH:19]=1 |f:1.2.3,4.5|. Procedure details: There was suspended, in ethanol (2 mL), 5-chloro-2-(4-chloro-phenyl)-7-morpholin-4-yl-pyrazolo[1,5-a]pyrimidine (50.0 mg, 0.143 mM) and then potassium carbonate (21.7 mg, 0.157 mM) and hydrazine monohydrate (69.4 μL, 1.43 mM) were added to the suspension. This suspension was stirred at 150° C. for 20 minutes, while applying microwaves to the same. This reaction liquid was diluted with a saturated aqueous common salt solution and then extracted with ethyl acetate. The extracts thus obtained were ... The reactants are C1(CC1)C1=NC=CC(=N1)C#N (2-cyclopropylpyrimidine-4-carbonitrile), [O-]CC.[Na+] (sodium ethoxide). Solvent: C(C)O (ethanol). Conditions: time 2 hour. Yields the product C1(CC1)C1=NC=CC(=N1)C(OCC)=N (ethyl 2-cyclopropylpyrimidine-4-carbimidate). The yield is 50.6%. As a reaction SMILES: [CH:1]1([C:4]2[N:9]=[C:8]([C:10]#[N:11])[CH:7]=[CH:6][N:5]=2)[CH2:3][CH2:2]1.[O-:12][CH2:13][CH3:14].[Na+]>C(O)C>[CH:1]1([C:4]2[N:9]=[C:8]([C:10](=[NH:11])[O:12][CH2:13][CH3:14])[CH:7]=[CH:6][N:5]=2)[CH2:3][CH2:2]1 |f:1.2|. Reported procedure: To a solution of 2-cyclopropylpyrimidine-4-carbonitrile (600 mg, 4.13 mmol) in ethanol (10 mL) was added sodium ethoxide (561.9 mg, 8.27 mmol). After 2 h, the mixture was concentrated in vacuo. The residue was partitioned between ethyl acetate and water. The organic layer was dried over sodium sulfate, filtered and concentrated under reduced pressure to afford ethyl 2-cyclopropylpyrimidine-4-carbimidate (400 mg) as a pale yellow liquid. The material was used without further purification. Starting materials: BrCCN1C(C=2C(C1=O)=CC=CC2)=O (N-(2-bromoethyl)-phthalimide), CC1=CN(C(=O)NC1=O)[C@H]2C[C@@H]([C@H](O2)CO)N=[N+]=[N-] (AZT), C[O-].[Na+] (sodium methoxide), C[O-].[Na+] (NaOMe), BrCCN1C(C=2C(C1=O)=CC=CC2)=O (BEP), C[O-].[Na+] (NaOMe), BrCCN1C(C=2C(C1=O)=CC=CC2)=O (BEP), C(Cl)(Cl)Cl.CO.CC(=O)O (CHCl3 MeOH HOAc). Run in CN1CCCN(C1=O)C (DMPU). Conditions: temperature 70 celsius. Yields the product C1(C=2C(C(N1CCN1C(N([C@H]3C[C@@H]([C@@H](CO)O3)N=[N+]=[N-])C=C(C1=O)C)=O)=O)=CC=CC2)=O (3-(2-phthalimidoethyl)-3'-azido-3 '-deoxythymidine). RXN SMILES: Br[CH2:2][CH2:3][N:4]1[C:8](=[O:9])[C:7]2=[CH:10][CH:11]=[CH:12][CH:13]=[C:6]2[C:5]1=[O:14].[CH3:15][C:16]1[C:22](=[O:23])[NH:21][C:19](=[O:20])[N:18]([C@@H:24]2[O:28][C@H:27]([CH2:29][OH:30])[C@@H:26]([N:31]=[N+:32]=[N-:33])[CH2:25]2)[CH:17]=1.C[O-].[Na+].C(Cl)(Cl)Cl.CO.CC(O)=O>CN1C(=O)N(C)CCC1>[C:8]1(=[O:9])[N:4]([CH2:3][CH2:2][N:21]2[C:22](=[O:23])[C:16]([CH3:15])=[CH:17][N:18]([C@@H:24]3[O:28][C@H:27]([CH2:29][OH:30])[C@@H:26]([N:31]=[N+:32]=[N-:33])[CH2:25]3)[C:19]2=[O:20])[C:5](=[O:14])[C:6]2=[CH:13][CH:12]=[CH:11][CH:10]=[C:7]12 |f:2.3,4.5.6|. Procedure: A solution of 300 mg N-(2-bromoethyl)-phthalimide (BEP) and 274 mg AZT in 1 ml of sieve-dried DMPU was treated with 300 ul of sodium methoxide solution (4.4M NaOMe in MeOH) and heated at 70° C. for one hour. Another 300 ul of NaOMe solution and 175 mg BEP were added and the solution again heated at 70° C. for a total of 3.5 hours. The reaction was followed by analytical TLC on silica gel-F 250 um using a solvent system of CHCl3 /MeOH/HOAc (95+5+0.5) and was found to be incomplete. Addition of mo... Reactants: S(=S)(=O)([O-])[O-].[Na+].[Na+] (sodium thiosulfate), C(CCC)OCCOC1=CC=C(C=C1)C=1C=CC2=C(C=C(CCN2CC(C)C)C(=O)NC2=CC(=C(C=C2)SCC=2C=NC=CC2)C)C1 (7-[4-(2-butoxyethoxy)phenyl]-1-isobutyl-N-[3-methyl-4-[(3-pyridinylmethyl)sulfanyl]phenyl]-2,3-dihydro-1-benzazepine-4-carboxamide), ClC1=CC(=CC=C1)C(=O)OO (m-chloroperbenzoic acid). Solvent: C(Cl)Cl (methylene chloride), C(Cl)Cl (methylene chloride). Run at time 15 minute. The product is C(CCC)OCCOC1=CC=C(C=C1)C=1C=CC2=C(C=C(CCN2CC(C)C)C(=O)NC2=CC(=C(C=C2)S(=O)CC=2C=NC=CC2)C)C1 (7-[4-(2-butoxyethoxy)phenyl]-1-isobutyl-N-[3-methyl-4-[(3-pyridinylmethyl)sulfinyl]phenyl]-2,3-dihydro-1-benzazepine-4-carboxamide). The yield is 29.5%. RXN SMILES: [CH2:1]([O:5][CH2:6][CH2:7][O:8][C:9]1[CH:14]=[CH:13][C:12]([C:15]2[CH:16]=[CH:17][C:18]3[N:24]([CH2:25][CH:26]([CH3:28])[CH3:27])[CH2:23][CH2:22][C:21]([C:29]([NH:31][C:32]4[CH:37]=[CH:36][C:35]([S:38][CH2:39][C:40]5[CH:41]=[N:42][CH:43]=[CH:44][CH:45]=5)=[C:34]([CH3:46])[CH:33]=4)=[O:30])=[CH:20][C:19]=3[CH:47]=2)=[CH:11][CH:10]=1)[CH2:2][CH2:3][CH3:4].ClC1C=CC=C(C(OO)=[O:56])C=1.S([O-])([O-])(=O)=S.[Na+].[Na+]>C(Cl)Cl>[CH2:1]([O:5][CH2:6][CH2:7][O:8][C:9]1[CH:10]=[CH:11][C:12]([C:15]2[CH:16]=[CH:17][C:18]3[N:24]([CH2:25][CH:26]([CH3:27])[CH3:28])[CH2:23][CH2:22][C:21]([C:29]([NH:31][C:32]4[CH:37]=[CH:36][C:35]([S:38]([CH2:39][C:40]5[CH:41]=[N:42][CH:43]=[CH:44][CH:45]=5)=[O:56])=[C:34]([CH3:46])[CH:33]=4)=[O:30])=[CH:20][C:19]=3[CH:47]=2)=[CH:13][CH:14]=1)[CH2:2][CH2:3][CH3:4] |f:2.3.4|. Reported procedure: To a solution of 7-[4-(2-butoxyethoxy)phenyl]-1-isobutyl-N-[3-methyl-4-[(3-pyridinylmethyl)sulfanyl]phenyl]-2,3-dihydro-1-benzazepine-4-carboxamide (0.50 g) in methylene chloride (15 ml) was added dropwise a solution of m-chloroperbenzoic acid (0.17 g) in methylene chloride (10 ml) at −78° C., and the mixture was stirred for 15 minutes. To the reaction mixture was added an aqueous solution of saturated sodium thiosulfate. The mixture was extracted with ethyl acetate, and the organic layer was wa...